This data is from the Open Reaction Database (ORD), a public repository of structured organic reaction records. The task is: describe an organic reaction: reactants, conditions, products, and yield Reactants: CCCC[N+](CCCC)(CCCC)CCCC, CCOC(C)=O, [F-], C1CCOC1, COc1cnc2c(c1)cc(C(=CC1CCOCC1)c1ccc(C(F)(F)F)cc1)n2S(=O)(=O)c1ccccc1. The product is COc1cnc2[nH]c(C(=CC3CCOCC3)c3ccc(C(F)(F)F)cc3)cc2c1. Reaction SMILES: [CH3:40][CH2:41][CH2:42][CH2:43][N+:44]([CH2:45][CH2:46][CH2:47][CH3:48])([CH2:49][CH2:50][CH2:51][CH3:52])[CH2:53][CH2:54][CH2:55][CH3:56].[CH3:62][CH2:63][O:64][C:65](=[O:66])[CH3:67].[F-:39].[O:57]1[CH2:58][CH2:59][CH2:60][CH2:61]1.[c:1]1([S:2](=[O:3])(=[O:4])[n:10]2[c:11]([C:21](=[CH:22][CH:23]3[CH2:24][CH2:25][O:26][CH2:27][CH2:28]3)[c:29]3[cH:30][cH:31][c:32]([C:35]([F:36])([F:37])[F:38])[cH:33][cH:34]3)[cH:12][c:13]3[c:14]2[n:15][cH:16][c:17]([O:19][CH3:20])[cH:18]3)[cH:5][cH:6][cH:7][cH:8][cH:9]1>>[nH:10]1[c:11]([C:21](=[CH:22][CH:23]2[CH2:24][CH2:25][O:26][CH2:27][CH2:28]2)[c:29]2[cH:30][cH:31][c:32]([C:35]([F:36])([F:37])[F:38])[cH:33][cH:34]2)[cH:12][c:13]2[c:14]1[n:15][cH:16][c:17]([O:19][CH3:20])[cH:18]2. Reactants: BrC1=C(OC2=CC(=NC=C2)Cl)C=C(C(=C1)[N+](=O)[O-])F (4-(2-bromo-5-fluoro-4-nitrophenoxy)-2-chloropyridine). Reagents/catalysts: [Ni] (Ni). The solvent is CCO (EtOH). Yields the product BrC=1C(=CC(=C(N)C1)F)OC1=CC(=NC=C1)Cl (5-bromo-4-((2-chloropyridin-4-yl)oxy)-2-fluoroaniline). Isolated yield 93.7%. RXN SMILES: [Br:1][C:2]1[CH:15]=[C:14]([N+:16]([O-])=O)[C:13]([F:19])=[CH:12][C:3]=1[O:4][C:5]1[CH:10]=[CH:9][N:8]=[C:7]([Cl:11])[CH:6]=1>CCO.[Ni]>[Br:1][C:2]1[C:3]([O:4][C:5]2[CH:10]=[CH:9][N:8]=[C:7]([Cl:11])[CH:6]=2)=[CH:12][C:13]([F:19])=[C:14]([CH:15]=1)[NH2:16]. Procedure details: A mixture of 4-(2-bromo-5-fluoro-4-nitrophenoxy)-2-chloropyridine (1.16 g, 3.34 mmol) and Raney Ni (0.5 g) in EtOH (40 mL) was hydrogenated (1 atm) overnight, the solids removed via filtration and washed with EtOH. The filtrate was concentrated to dryness, the residue dissolved in EtOAc, washed with brine, dried over Na2SO4 and concentrated to dryness to afford 5-bromo-4-((2-chloropyridin-4-yl)oxy)-2-fluoroaniline (994 mg, 94%). MS (ESI) m/z: (M+H+): 318.9. Starting materials: Br, CC(C)C(NC(=O)Cc1cc(F)cc(F)c1)C(=O)O, NC1C(=O)Nc2ccccc2SC1c1ccccc1, CC(NC(=O)Cc1ccccc1)C(=O)NC1C(=O)Nc2ccccc2SC1c1ccccc1. Product: CC(C)C(NC(=O)Cc1cc(F)cc(F)c1)C(=O)NC1C(=O)Nc2ccccc2SC1c1ccccc1. RXN SMILES: [BrH:34].[F:54][c:55]1[cH:56][c:57]([CH2:62][C:63](=[O:64])[NH:65][CH:66]([CH:67]([CH3:68])[CH3:69])[C:70](=[O:71])[OH:72])[cH:58][c:59]([F:61])[cH:60]1.[NH2:35][CH:36]1[CH:37]([c:48]2[cH:49][cH:50][cH:51][cH:52][cH:53]2)[S:38][c:39]2[c:40]([cH:44][cH:45][cH:46][cH:47]2)[NH:41][C:42]1=[O:43].[O:1]=[C:2]1[NH:3][c:4]2[cH:5][cH:6][cH:7][cH:8][c:9]2[S:10][CH:11]([c:12]2[cH:13][cH:14][cH:15][cH:16][cH:17]2)[CH:18]1[NH:19][C:20](=[O:21])[CH:22]([CH3:23])[NH:24][C:25](=[O:26])[CH2:27][c:28]1[cH:29][cH:30][cH:31][cH:32][cH:33]1>>[NH:35]([CH:36]1[CH:37]([c:48]2[cH:49][cH:50][cH:51][cH:52][cH:53]2)[S:38][c:39]2[c:40]([cH:44][cH:45][cH:46][cH:47]2)[NH:41][C:42]1=[O:43])[C:70]([CH:66]([NH:65][C:63]([CH2:62][c:57]1[cH:56][c:55]([F:54])[cH:60][c:59]([F:61])[cH:58]1)=[O:64])[CH:67]([CH3:68])[CH3:69])=[O:71].